This data is from the Open Reaction Database (ORD), a public repository of structured organic reaction records. The task is: describe an organic reaction: reactants, conditions, products, and yield Starting materials: ClC1=C(C(=O)O)C=C(C=N1)Cl (2,5-Dichloronicotinic acid), CN(C)C(=[N+](C)C)ON1C2=C(C=CC=C2)N=N1.[B-](F)(F)(F)F (TBTU), CCN(C(C)C)C(C)C (DIPEA), Cl.FC1=C(C=C(C=C1)F)CCOCC(=N)N (2-[2-(2,5-difluoro-phenyl)-ethoxy]-acetamidine hydrochloride), ice water dichloromethane. Run in CN(C)C=O (DMF). Conditions: time 72 hour. The product is ClC1=C(C(=O)NC(COCCC2=C(C=CC(=C2)F)F)=N)C=C(C=N1)Cl (2,5-dichloro-N-{2-[2-(2,5-difluoro-phenyl)-ethoxy]-1-imino-ethyl}-nicotinamide). Yield: 96.2%. RXN SMILES: [Cl:1][C:2]1[N:10]=[CH:9][C:8]([Cl:11])=[CH:7][C:3]=1[C:4]([OH:6])=O.CN(C(ON1N=NC2C=CC=CC1=2)=[N+](C)C)C.[B-](F)(F)(F)F.CCN(C(C)C)C(C)C.Cl.[F:44][C:45]1[CH:50]=[CH:49][C:48]([F:51])=[CH:47][C:46]=1[CH2:52][CH2:53][O:54][CH2:55][C:56]([NH2:58])=[NH:57]>CN(C=O)C>[Cl:1][C:2]1[N:10]=[CH:9][C:8]([Cl:11])=[CH:7][C:3]=1[C:4]([NH:58][C:56](=[NH:57])[CH2:55][O:54][CH2:53][CH2:52][C:46]1[CH:47]=[C:48]([F:51])[CH:49]=[CH:50][C:45]=1[F:44])=[O:6] |f:1.2,4.5|. Procedure details: 2,5-Dichloronicotinic acid (50 mg, 260 μmol), TBTU (88 mg, 273 μmol) and DIPEA (130 μl, 781 μmol) were added to a solution of 2-[2-(2,5-difluoro-phenyl)-ethoxy]-acetamidine hydrochloride (65 mg, 260 μmol) in DMF (1 ml). The solution was stirred for 72 h at ambient temperature and poured onto ice water/dichloromethane 1/1. The layers were separated, the aqueous layer was extracted two times with dichloromethane, the combined extracts were washed with brine and dried over sodium sulfate. Removal o...